From a dataset of the Open Reaction Database (ORD), a public repository of structured organic reaction records. describe an organic reaction: reactants, conditions, products, and yield Reactants: FS(C1=CC=C(C=C1)/C=C/C=1OC=C(N1)COC1=CC=C(C=C1)CCCCC=1N=NN(C1)C(C1=CC=CC=C1)(C1=CC=CC=C1)C1=CC=CC=C1)(F)(F)(F)F (4-[4-(4-{2-[(E)-2-(-4-pentafluorosulfanyl-phenyl)-vinyl]-oxazol-4-ylmethoxy}-phenyl)-butyl]-1-trityl-1H-[1,2,3]triazole), C(=O)O (formic acid), O (water). Run in O1CCCC1 (tetrahydrofuran). Run at temperature 60 celsius, time 21 hour. Yields the product FS(C1=CC=C(C=C1)/C=C/C=1OC=C(N1)COC1=CC=C(C=C1)CCCCC=1N=NNC1)(F)(F)(F)F (4-[4-(4-{2-[(E)-2-(-4-Pentafluorosulfanyl-phenyl)-vinyl]-oxazol-4-ylmethoxy}-phenyl)-butyl]-1H-[1,2,3]triazole). RXN SMILES: [F:1][S:2]([F:55])([F:54])([F:53])([F:52])[C:3]1[CH:8]=[CH:7][C:6](/[CH:9]=[CH:10]/[C:11]2[O:12][CH:13]=[C:14]([CH2:16][O:17][C:18]3[CH:23]=[CH:22][C:21]([CH2:24][CH2:25][CH2:26][CH2:27][C:28]4[N:29]=[N:30][N:31](C(C5C=CC=CC=5)(C5C=CC=CC=5)C5C=CC=CC=5)[CH:32]=4)=[CH:20][CH:19]=3)[N:15]=2)=[CH:5][CH:4]=1.C(O)=O.O>O1CCCC1>[F:55][S:2]([F:1])([F:52])([F:53])([F:54])[C:3]1[CH:4]=[CH:5][C:6](/[CH:9]=[CH:10]/[C:11]2[O:12][CH:13]=[C:14]([CH2:16][O:17][C:18]3[CH:19]=[CH:20][C:21]([CH2:24][CH2:25][CH2:26][CH2:27][C:28]4[N:29]=[N:30][NH:31][CH:32]=4)=[CH:22][CH:23]=3)[N:15]=2)=[CH:7][CH:8]=1. Procedure: A mixture of 98 mg 4-[4-(4-{2-[(E)-2-(-4-pentafluorosulfanyl-phenyl)-vinyl]-oxazol-4-ylmethoxy}-phenyl)-butyl]-1-trityl-1H-[1,2,3]triazole, 100 μl formic acid, 10 μl water and 1.0 ml tetrahydrofuran was stirred at 60° C. for 21 h. After removal of solvents in vacuo 4-[4-(4-{2-[(E)-2-(4-pentafluorosulfanyl-phenyl)-vinyl]-oxazol-4-ylmethoxy}-phenyl)-butyl]-1H-[1,2,3]triazole was obtained by HPLC-MS-purification. Starting materials: FC1=CC=C(C(=O)OCC)C=C1 (ethyl p-fluorobenzoate), C[O-].[Na+] (sodium methoxide), CO (methanol), C1(=CC=CC=C1)NN (phenylhydrazine). Solvent: O (water). Run at temperature 25 celsius. Product: C1(=CC=CC=C1)N(N)C(C1=CC=C(C=C1)F)=O (p-fluorobenzoic acid phenylhydrazide). Reaction SMILES: [F:1][C:2]1[CH:12]=[CH:11][C:5]([C:6]([O:8]CC)=O)=[CH:4][CH:3]=1.CO.[C:15]1([NH:21][NH2:22])[CH:20]=[CH:19][CH:18]=[CH:17][CH:16]=1.C[O-].[Na+]>O>[C:15]1([N:21]([C:6](=[O:8])[C:5]2[CH:4]=[CH:3][C:2]([F:1])=[CH:12][CH:11]=2)[NH2:22])[CH:20]=[CH:19][CH:18]=[CH:17][CH:16]=1 |f:3.4|. Procedure: A mixture consisting of 101.2 g. (0.602 mole) ethyl p-fluorobenzoate, 250 ml. methanol, 70.0 g. (0.646 mole) phenylhydrazine, and 33.6 g. (0.621 mole) sodium methoxide (mixed in that order) was heated at the reflux temperature for 16 hrs. After cooling the reaction mixture to about 25° C. It was poured into 1500 ml. water. The aqueous mixture was filtered, and the filter cake was washed with water and recrystallized from 95% aqueous ethanol. The crystals melted at 174° to 178° C. An analytical s... Reactants: Cl.CN(CCCN=C=NCC)C (1-(3-dimethylaminopropyl)-3-ethylcarbodiimide hydrochloride), C\C(=C/CN)\CC\C=C(\CC\C=C(\CCC=C(C)C)/C)/C ((E,E,E)-3,7,11,15-tetramethyl-2,6,10,14-hexadecatetraenylamine), C(C)OP(=O)(OCC)CC(=O)O (diethylphosphonoacetic acid), ON1N=NC2=C1C=CC=C2 (1-hydroxybenzotriazole). Solvent: C1CCOC1 (THF). Conditions: time 24 hour. The product is O=C(CP(OCC)(OCC)=O)NC\C=C(\CC\C=C(\CC\C=C(\CCC=C(C)C)/C)/C)/C (diethyl (E,E,E)-[2-oxo-2-[(3,7,11,15-tetramethyl-2,6,10,14-hexadecatetraenyl)amino]ethyl]phosphonate). The yield is 80.0%. Reaction SMILES: [CH3:1]/[C:2](/[CH2:6][CH2:7]/[CH:8]=[C:9](\[CH3:21])/[CH2:10][CH2:11]/[CH:12]=[C:13](\[CH3:20])/[CH2:14][CH2:15][CH:16]=[C:17]([CH3:19])[CH3:18])=[CH:3]\[CH2:4][NH2:5].[CH2:22]([O:24][P:25]([CH2:30][C:31](O)=[O:32])([O:27][CH2:28][CH3:29])=[O:26])[CH3:23].ON1C2C=CC=CC=2N=N1.Cl.CN(C)CCCN=C=NCC>C1COCC1>[O:32]=[C:31]([NH:5][CH2:4]/[CH:3]=[C:2](\[CH3:1])/[CH2:6][CH2:7]/[CH:8]=[C:9](\[CH3:21])/[CH2:10][CH2:11]/[CH:12]=[C:13](\[CH3:20])/[CH2:14][CH2:15][CH:16]=[C:17]([CH3:19])[CH3:18])[CH2:30][P:25](=[O:26])([O:24][CH2:22][CH3:23])[O:27][CH2:28][CH3:29] |f:3.4|. Procedure details: A solution of compound 35 (0.360 g, 1.24 mmol), diethylphosphonoacetic acid (0.266 g, 1.36 mmol, prepared as disclosed by M. P. Cooke, K. B. Bicunas, Synthesis, 283, 1981, and 1-hydroxybenzotriazole (0.251 g, 1.86 mmol) in anhydrous THF (15 ml) was treated with 1-(3-dimethylaminopropyl)-3-ethylcarbodiimide hydrochloride (0.285 g, 1.49 mmol). The mixture was stirred at rt for 24 h, and the solvent was evaporated under reduced pressure. The residue was purified by column chromatography on 230-400 ... RXN SMILES: [Br:7][CH2:8][C:9](=[O:10])[O:11][CH2:12][CH3:13].[C:14]([CH3:15])([CH3:16])([CH3:17])[CH:18]([CH:19]([c:20]1[cH:21][c:22]([F:28])[c:23]([F:27])[c:24]([F:26])[cH:25]1)[NH:29][O:30][SiH:31]([c:32]1[cH:33][cH:34][cH:35][cH:36][cH:37]1)[c:38]1[cH:39][cH:40][cH:41][cH:42][cH:43]1)[CH3:44].[C:1](=[O:2])([O-:3])[O-:4].[CH3:51][CH2:52][O:53][C:54](=[O:55])[CH3:56].[Cs+:5].[Cs+:6].[O:46]=[CH:47][N:48]([CH3:49])[CH3:50].[OH2:45]>>[CH2:8]([C:9](=[O:10])[O:11][CH2:12][CH3:13])[N:29]([CH:19]([CH:18]([C:14]([CH3:15])([CH3:16])[CH3:17])[CH3:44])[c:20]1[cH:21][c:22]([F:28])[c:23]([F:27])[c:24]([F:26])[cH:25]1)[O:30][SiH:31]([c:32]1[cH:33][cH:34][cH:35][cH:36][cH:37]1)[c:38]1[cH:39][cH:40][cH:41][cH:42][cH:43]1. Reactants: CCOC(=O)CBr, CC(C(NO[SiH](c1ccccc1)c1ccccc1)c1cc(F)c(F)c(F)c1)C(C)(C)C, O=C([O-])[O-], CCOC(C)=O, [Cs+], [Cs+], CN(C)C=O, O. Yields the product CCOC(=O)CN(O[SiH](c1ccccc1)c1ccccc1)C(c1cc(F)c(F)c(F)c1)C(C)C(C)(C)C. The reactants are CC(C)O, Clc1ncc(Br)cn1, NC1CCNC1. Yields the product Cl, NC1CCN(c2ncc(Br)cn2)C1. RXN SMILES: [CH:15]([OH:16])([CH3:17])[CH3:18].[Cl:1][c:2]1[n:3][cH:4][c:5]([Br:8])[cH:6][n:7]1.[NH2:9][CH:10]1[CH2:11][NH:12][CH2:13][CH2:14]1>>[ClH:1].[c:2]1([N:12]2[CH2:11][CH:10]([NH2:9])[CH2:14][CH2:13]2)[n:3][cH:4][c:5]([Br:8])[cH:6][n:7]1. Starting materials: Cc1ccc(S(=O)(=O)O)cc1, Cc1ccc(S(=O)(=O)O)cc1, CC1(N)CCNCC1, CN1CCCC1=O, Cc1cc(Cl)ncn1, [K+], [K+], [K+], O=P([O-])([O-])[O-]. The product is Cc1cc(N2CCC(C)(N)CC2)ncn1. RXN SMILES: [CH3:12][c:13]1[cH:14][cH:15][c:16]([S:17]([OH:18])(=[O:19])=[O:20])[cH:21][cH:22]1.[CH3:1][c:2]1[cH:3][cH:4][c:5]([S:6]([OH:7])(=[O:8])=[O:9])[cH:10][cH:11]1.[CH3:23][C:24]1([NH2:30])[CH2:25][CH2:26][NH:27][CH2:28][CH2:29]1.[CH3:47][N:48]1[CH2:49][CH2:50][CH2:51][C:52]1=[O:53].[Cl:31][c:32]1[n:33][cH:34][n:35][c:36]([CH3:38])[cH:37]1.[K+:44].[K+:45].[K+:46].[P:39]([O-:40])([O-:41])([O-:42])=[O:43]>>[CH3:23][C:24]1([NH2:30])[CH2:25][CH2:26][N:27]([c:32]2[n:33][cH:34][n:35][c:36]([CH3:38])[cH:37]2)[CH2:28][CH2:29]1. Reactants: CCO, CN(C)CCn1c(=O)c2cccc([N+](=O)[O-])c2c2cnc3cc4c(cc3c21)OCO4, NN, O. Product: CN(C)CCn1c(=O)c2cccc(N)c2c2cnc3cc4c(cc3c21)OCO4. As a reaction SMILES: [CH3:34][CH2:35][OH:36].[N+:1]([O-:2])(=[O:3])[c:4]1[cH:5][cH:6][cH:7][c:8]2[c:9](=[O:30])[n:10]([CH2:25][CH2:26][N:27]([CH3:28])[CH3:29])[c:11]3[c:12]4[c:13]([n:14][cH:15][c:16]3[c:17]12)[cH:18][c:19]1[c:20]([cH:21]4)[O:22][CH2:23][O:24]1.[NH2:32][NH2:33].[OH2:31]>>[NH2:1][c:4]1[cH:5][cH:6][cH:7][c:8]2[c:9](=[O:30])[n:10]([CH2:25][CH2:26][N:27]([CH3:28])[CH3:29])[c:11]3[c:12]4[c:13]([n:14][cH:15][c:16]3[c:17]12)[cH:18][c:19]1[c:20]([cH:21]4)[O:22][CH2:23][O:24]1. Starting materials: CCn1c(=O)n(-c2ccc(O)cc2)c2ncc(F)cc21, Cn1c(Cl)nc2ccccc21, [H-], [Na+], CN(C)C=O, O. Product: CCn1c(=O)n(-c2ccc(Oc3nc4ccccc4n3C)cc2)c2ncc(F)cc21. As a reaction SMILES: [CH2:1]([CH3:2])[n:3]1[c:4](=[O:20])[n:5](-[c:13]2[cH:14][cH:15][c:16]([OH:19])[cH:17][cH:18]2)[c:6]2[n:7][cH:8][c:9]([F:12])[cH:10][c:11]12.[Cl:23][c:24]1[n:25][c:26]2[c:27]([n:28]1[CH3:29])[cH:30][cH:31][cH:32][cH:33]2.[H-:21].[Na+:22].[O:35]=[CH:36][N:37]([CH3:38])[CH3:39].[OH2:34]>>[CH2:1]([CH3:2])[n:3]1[c:4](=[O:20])[n:5](-[c:13]2[cH:14][cH:15][c:16]([O:19][c:24]3[n:25][c:26]4[c:27]([n:28]3[CH3:29])[cH:30][cH:31][cH:32][cH:33]4)[cH:17][cH:18]2)[c:6]2[n:7][cH:8][c:9]([F:12])[cH:10][c:11]12. Starting materials: C(=O)(O)C=NC1=C(C=CC=C1)NC1=NC=C(C(=N1)NC1=CC(=CC=C1)NCCO)F (N2-(carboxymethyleneaminophenyl)-5-fluoro-N4-[3-(2-hydroxyethylamino)phenyl]-2,4-pyrimidinediamine), NCC(CO)O (1-amino-2,3-propanediol). Product: OC(CNC(=O)C=NC=1C=C(C=CC1)NC1=NC=C(C(=N1)NC1=CC(=CC=C1)NCCO)F)CO (N2-[3-[N-(2,3-dihydroxypropyl)amino]carbonylmethyleneaminophenyl]-5-fluoro-N4-[3-(2-hydroxyethylamino)phenyl]-2,4-pyrimidinediamine). RXN SMILES: C(C=N[C:6]1[CH:11]=[CH:10][CH:9]=[CH:8][C:7]=1[NH:12][C:13]1[N:18]=[C:17]([NH:19][C:20]2[CH:25]=[CH:24][CH:23]=[C:22]([NH:26][CH2:27][CH2:28][OH:29])[CH:21]=2)[C:16]([F:30])=[CH:15][N:14]=1)(O)=O.[NH2:31][CH2:32][CH:33]([OH:36])[CH2:34][OH:35]>>[OH:36][CH:33]([CH2:34][OH:35])[CH2:32][NH:31][C:28]([CH:27]=[N:26][C:11]1[CH:6]=[C:7]([NH:12][C:13]2[N:18]=[C:17]([NH:19][C:20]3[CH:25]=[CH:24][CH:23]=[C:22]([NH:26][CH2:27][CH2:28][OH:29])[CH:21]=3)[C:16]([F:30])=[CH:15][N:14]=2)[CH:8]=[CH:9][CH:10]=1)=[O:29]. Procedure: In like manner to the preparation of N4-[3-(2-hydroxyethylamino)phenyl]-N2-[3-[N-(2-hydroxyethylamino)]carbonylmethyleneaminophenyl]-5-fluoro-2,4-pyrimidinediamine, N2-(carboxymethyleneaminophenyl)-5-fluoro-N4-[3-(2-hydroxyethylamino)phenyl]-2,4-pyrimidinediamine and 1-amino-2,3-propanediol were reacted to give N2-[3-[N-(2,3-dihydroxypropyl)amino]carbonylmethyleneaminophenyl]-5-fluoro-N4-[3-(2-hydroxyethylamino)phenyl]-2,4-pyrimidinediamine. LCMS: ret. time: 12.86 min.; purity: 90.0%; MS (m/e): ... Starting materials: BrC1=C(N)C=CC(=C1)SC1=CC=CC=C1 (2-bromo-4-phenylthioaniline), C(C)(C)(C)C1=NC(=CC=C1)C(C)(C)C (2,6-di-tert-butylpyridine), C(C(=O)Cl)(=O)Cl (Oxalyl chloride), O[C@](C(=O)O)(C(F)(F)F)C ((R)-(+)-2-hydroxy-2-methyl-3,3,3-trifluoropropanoic acid). The reagents and catalysts are CN(C)C=O (DMF). The solvent is ClCCl (dichloromethane), ClCCl (dichloromethane). Reaction conditions: time 2 hour. Yields the product BrC1=C(C=CC(=C1)SC1=CC=CC=C1)NC([C@@](C(F)(F)F)(C)O)=O ((R)-N-[2-Bromo-4-(phenylthio)phenyl]-2-hydroxy-2-methyl-3,3,3-trifluoropropanamide). The yield is 30.1%. As a reaction SMILES: C(Cl)(=O)C(Cl)=O.[OH:7][C@@:8]([CH3:16])([C:12]([F:15])([F:14])[F:13])[C:9](O)=[O:10].[Br:17][C:18]1[CH:24]=[C:23]([S:25][C:26]2[CH:31]=[CH:30][CH:29]=[CH:28][CH:27]=2)[CH:22]=[CH:21][C:19]=1[NH2:20].C(C1C=CC=C(C(C)(C)C)N=1)(C)(C)C>ClCCl.CN(C=O)C>[Br:17][C:18]1[CH:24]=[C:23]([S:25][C:26]2[CH:31]=[CH:30][CH:29]=[CH:28][CH:27]=2)[CH:22]=[CH:21][C:19]=1[NH:20][C:9](=[O:10])[C@:8]([OH:7])([CH3:16])[C:12]([F:15])([F:14])[F:13]. Reported procedure: Oxalyl chloride (0.052 ml) was added to a stirred suspension of (R)-(+)-2-hydroxy-2-methyl-3,3,3-trifluoropropanoic acid (Method 9) (0.095 g) in dichloromethane (3 ml) containing DMF (1 drop). The mixture was stirred at ambient temperature for 2 hours and was then added to a solution of 2-bromo-4-phenylthioaniline (Method 17) (0.135 g) and 2,6-di-tert-butylpyridine (0.14 ml) in dichloromethane (5 ml) and stirred a further 3 hours. Volatile material was removed by evaporation and the residue was ...